From a dataset of the Open Reaction Database (ORD), a public repository of structured organic reaction records. describe an organic reaction: reactants, conditions, products, and yield The reactants are O=C1C(CCC=2C=CC=NC12)CC(=O)OC (methyl 5,6,7,8-tetrahydro-8-oxoquinoline-7-acetate), N1=CC=CC=2CCCC(C12)=O (6,7-dihydroquinoline-8(5H)-one), ClC1=CC=C(C=C1)NN (4-chlorophenylhydrazine). Yields the product ClC1=CC=C(C=C1)N1N=C2C3=C(CCC2CC1=O)C=CC=N3 (2-(4-Chlorophenyl)-4,4a,5,6-tetrahydropyrido[3,2-h]cinnolin-3(2H)-one). RXN SMILES: O=[C:2]1[C:11]2[N:10]=[CH:9][CH:8]=[CH:7][C:6]=2[CH2:5][CH2:4][CH:3]1[CH2:12][C:13]([O:15]C)=O.N1C2C(=O)CCCC=2C=CC=1.[Cl:28][C:29]1[CH:34]=[CH:33][C:32]([NH:35][NH2:36])=[CH:31][CH:30]=1>>[Cl:28][C:29]1[CH:34]=[CH:33][C:32]([N:35]2[C:13](=[O:15])[CH2:12][CH:3]3[C:2]([C:11]4[N:10]=[CH:9][CH:8]=[CH:7][C:6]=4[CH2:5][CH2:4]3)=[N:36]2)=[CH:31][CH:30]=1. Reported procedure: Prepared according to the method described in Example 1 from methyl 5,6,7,8-tetrahydro-8-oxoquinoline-7-acetate (prepared from 6,7-dihydroquinoline-8(5H)-one according to the method of Wu et al supra) and 4-chlorophenylhydrazine. Starting materials: FC(S(=O)(=O)O)(F)F (trifluoromethanesulphonic acid), N#N.C1(CCCCC1)NC([C@@H](NC(=O)[C@]1(CC2=C(C=CC=C2CC1)OC)NC(C1=CC=CC=C1)=O)CC1=CC=CC=C1)=O (N2 [(S)-2-benzamido-8-methoxy-1,2,3,4-tetrahydro-naphthalene-2-carbonyl]-L-phenylalanine cyclohexylamide). The solvent is CO (methanol). Conditions: time 4 hour. Yields the product FC(S(=O)(=O)O)(F)F.C1(CCCCC1)NC([C@@H](N)CC1=CC=CC=C1)=O (L-phenylalanine cyclohexylamide trifluoromethanesulphonate). Isolated yield 83.5%. Reaction SMILES: [F:1][C:2]([F:8])([F:7])[S:3]([OH:6])(=[O:5])=[O:4].N#N.[CH:11]1([NH:17][C:18](=[O:51])[C@H:19]([CH2:44][C:45]2[CH:50]=[CH:49][CH:48]=[CH:47][CH:46]=2)[NH:20]C([C@]2(NC(=O)C3C=CC=CC=3)CCC3C(=C(OC)C=CC=3)C2)=O)[CH2:16][CH2:15][CH2:14][CH2:13][CH2:12]1>CO>[F:1][C:2]([F:8])([F:7])[S:3]([OH:6])(=[O:5])=[O:4].[CH:11]1([NH:17][C:18](=[O:51])[C@H:19]([CH2:44][C:45]2[CH:46]=[CH:47][CH:48]=[CH:49][CH:50]=2)[NH2:20])[CH2:16][CH2:15][CH2:14][CH2:13][CH2:12]1 |f:1.2,4.5|. Procedure: 7.1 ml (80.74 mmol) of trifluoromethanesulphonic acid were added dropwise under argon and while cooling with ice to a suspension of 7.5 g (13.54 mmol) of N2 -[(S)-2-benzamido-8-methoxy-1,2,3,4-tetrahydro-naphthalene-2-carbonyl]-L-phenylalanine cyclohexylamide in 35 ml of methanol. The mixture was stirred at 80° in a bomb tube for 4 hours, then cooled and subsequently concentrated to a volume of ~20 ml. 50 ml of dichloromethane were added while stirring, the suspension was filtered and the filter...